This data is from the Open Reaction Database (ORD), a public repository of structured organic reaction records. The task is: describe an organic reaction: reactants, conditions, products, and yield The reactants are Intermediate 223E, C1(=CC=C(C=C1)N\N=C\C(=O)OCC)C1=CC=CC=C1 ((E)-ethyl 2-(2-(biphenyl-4-yl)hydrazono)acetate), [N+](=O)([O-])C(=CC1=C(C=C(C(=O)OC(C)(C)C)C=C1)C(=O)N1CC2=CC=CC=C2CC1)CCCC (tert-butyl 4-(2-nitrohex-1-enyl)-3-(1,2,3,4-tetrahydroisoquinoline-2-carbonyl)benzoate). Product: C1(=CC=C(C=C1)N1N=C(C(=C1CCCC)C1=C(C=C(C=C1)C(=O)OC(C)(C)C)C(=O)N1CC2=CC=CC=C2CC1)C(=O)OCC)C1=CC=CC=C1 (Ethyl 1-(biphenyl-4-yl)-4-(4-(tert-butoxycarbonyl)-2-(1,2,3,4-tetrahydroisoquinoline-2-carbonyl)phenyl)-5-butyl-1H-pyrazole-3-carboxylate). Yield: 61.9%. RXN SMILES: [C:1]1([C:15]2[CH:20]=[CH:19][CH:18]=[CH:17][CH:16]=2)[CH:6]=[CH:5][C:4]([NH:7]/[N:8]=[CH:9]/[C:10]([O:12][CH2:13][CH3:14])=[O:11])=[CH:3][CH:2]=1.[N+]([C:24]([CH2:51][CH2:52][CH2:53][CH3:54])=[CH:25][C:26]1[CH:38]=[CH:37][C:29]([C:30]([O:32][C:33]([CH3:36])([CH3:35])[CH3:34])=[O:31])=[CH:28][C:27]=1[C:39]([N:41]1[CH2:50][CH2:49][C:48]2[C:43](=[CH:44][CH:45]=[CH:46][CH:47]=2)[CH2:42]1)=[O:40])([O-])=O>>[C:1]1([C:15]2[CH:16]=[CH:17][CH:18]=[CH:19][CH:20]=2)[CH:6]=[CH:5][C:4]([N:7]2[C:24]([CH2:51][CH2:52][CH2:53][CH3:54])=[C:25]([C:26]3[CH:38]=[CH:37][C:29]([C:30]([O:32][C:33]([CH3:34])([CH3:36])[CH3:35])=[O:31])=[CH:28][C:27]=3[C:39]([N:41]3[CH2:50][CH2:49][C:48]4[C:43](=[CH:44][CH:45]=[CH:46][CH:47]=4)[CH2:42]3)=[O:40])[C:9]([C:10]([O:12][CH2:13][CH3:14])=[O:11])=[N:8]2)=[CH:3][CH:2]=1. Reported procedure: Following a procedure analogous to that for the synthesis of Intermediate 223E, (E)-ethyl 2-(2-(biphenyl-4-yl)hydrazono)acetate (35 mg, 0.13 mmol) and tert-butyl 4-(2-nitrohex-1-enyl)-3-(1,2,3,4-tetrahydroisoquinoline-2-carbonyl)benzoate (60 mg, 0.13 mmol) were converted to the title compound (55 mg, 62%) as a pale yellow solid. 1H NMR (CDCl3, 1:1 mixture of amide rotamers) δ 8.13 (dd, J=8, 2 Hz, 1H), 8.09-8.07 (m, 1H), 7.74-7.43 (m, 10H), 7.23-6.86 (m, 4H), 5.02-4.98 (m, 1H), 4.55-4.47 (m, 1H),... Reactants: [SiH3]O[SiH3] (silylether), O.O.O.[F-].C(CCC)[N+](CCCC)(CCCC)CCCC (tetra-n-butylammonium fluoride trihydrate), O1CCCC1 (tetrahydrofuran). Reaction conditions: time 2 hour. Product: FC(=CCCCCO)CC=CCCCCC=CCCCCC (6-fluoro-5,8,14-eicosatrienol). The yield is 68.0%. As a reaction SMILES: [SiH3]O[SiH3].O.O.O.[F-:7].C([N+]([CH2:21][CH2:22][CH2:23][CH3:24])(CCCC)CCCC)CCC.[O:25]1[CH2:29][CH2:28][CH2:27][CH2:26]1>>[F:7][C:22]([CH2:23][CH:24]=[CH:21][CH2:22][CH2:23][CH2:24][CH2:21][CH:22]=[CH:23][CH2:24][CH2:21][CH2:22][CH2:23][CH3:24])=[CH:21][CH2:29][CH2:28][CH2:27][CH2:26][OH:25] |f:1.2.3.4.5|. Reported procedure: To a solution of the silylether (58 mg, 0.1 mmole) in tetrahydrofuran (2 ml) was added tetra-n-butylammonium fluoride trihydrate (50 mg, 0.15 mmole). The mixture was stirred at room temperature for 2 hr. The solvent was evaporated under reduced pressure. The residue was dissolved in methylene chloride, washed with water and dried over sodium sulfate. Filtration and concentration under reduced pressure afforded an oil. Flash chromatography on silicagel and elution with a 2:8 mixture of ethyl acet... The reactants are CC(C)([O-])C.[K+] (potassium t-butoxide), CI (methyl iodide), C(C)(=O)OC=1C(=CC=2NC3=CC=C(C=C3SC2C1Br)OC)OC (3-acetoxy-4-bromo-2,7-dimethoxy-10H-phenothiazine), CI (methyl iodide), CC(C)([O-])C.[K+] (potassium t-butoxide). Solvent: C(C)(=O)OCC (ethyl acetate), CN(C=O)C (N,N-dimethylformamide). Conditions: time 24 hour. Product: C(C)(=O)OC=1C(=CC=2N(C3=CC=C(C=C3SC2C1Br)OC)C)OC (3-acetoxy-4-bromo-2,7-dimethoxy-10-methyl-10H-phenothiazine), BrC1=C(C(=CC=2N(C3=CC=C(C=C3SC12)OC)C)OC)OC (4-bromo-10-methyl-2,3,7-trimethoxy-10H-phenothiazine). As a reaction SMILES: [C:1]([O:4][C:5]1[C:6]([O:22][CH3:23])=[CH:7][C:8]2[NH:9][C:10]3[C:15]([S:16][C:17]=2[C:18]=1[Br:19])=[CH:14][C:13]([O:20][CH3:21])=[CH:12][CH:11]=3)(=[O:3])[CH3:2].CI.[CH3:26]C(C)([O-])C.[K+]>CN(C)C=O.C(OCC)(=O)C>[C:1]([O:4][C:5]1[C:6]([O:22][CH3:23])=[CH:7][C:8]2[N:9]([CH3:26])[C:10]3[C:15]([S:16][C:17]=2[C:18]=1[Br:19])=[CH:14][C:13]([O:20][CH3:21])=[CH:12][CH:11]=3)(=[O:3])[CH3:2].[Br:19][C:18]1[C:17]2[S:16][C:15]3[C:10](=[CH:11][CH:12]=[C:13]([O:20][CH3:21])[CH:14]=3)[N:9]([CH3:26])[C:8]=2[CH:7]=[C:6]([O:22][CH3:23])[C:5]=1[O:4][CH3:1] |f:2.3|. Procedure: To a solution of 3-acetoxy-4-bromo-2,7-dimethoxy-10H-phenothiazine (8.0 g) in N,N-dimethylformamide (80 ml) there was added at room temperature methyl iodide (16 ml) and then potassium t-butoxide (3 g). The mixture was stirred at room temperature. Over a period of 24 hours, seven further additions of methyl iodide (10 ml) and potassium t-butoxide (2 g) were made. The final reaction mixture was diluted with ethyl acetate and the solids filtered. The filtrate was washed three times with brine, dri...